Task: describe an organic reaction: reactants, conditions, products, and yield. Dataset: the Open Reaction Database (ORD), a public repository of structured organic reaction records Reactants: OO (H2O2), (L)-carvone, CC1=CCC(CC1=O)C(=C)C ((R)-Carvone), [OH-].[Na+] (NaOH). Run in CO (methanol), O (water). Run at time 5 hour. Yields the product C(=C)(C)[C@H]1CC([C@@]2(O[C@@H]2C1)C)=O ((1R,4R,6R)-4-Isopropenyl-1-methyl-7-oxabicyclo[4.1.0]heptan-2-one). Reaction SMILES: [CH3:1][C:2]1[C:7](=[O:8])[CH2:6][CH:5]([C:9]([CH3:11])=[CH2:10])[CH2:4][CH:3]=1.[OH:12]O.[OH-].[Na+]>CO.O>[C:9]([C@@H:5]1[CH2:6][C@@H:7]2[C@@:2]([CH3:1])([O:8]2)[C:3](=[O:12])[CH2:4]1)([CH3:11])=[CH2:10] |f:2.3|. Reported procedure: (R)-Carvone was epoxidized according to a modification of the method of E. Klein and G. Ohloff (Tetrahedron, 1963, 11, 1091-1099). Thus H2O2 (31%, 95 mL, 836 mmol, 1.3 equivalents) was added to a solution of (L)-carvone (100 mL, 640 mmol) in 650 mL of methanol at <5° C. After cooling to <0° C., 6N NaOH (10.5 mL, 63 mmol, 0.1 equivalents) was added. The reaction temperature was maintained at <5° C. After 5 hours, the reaction was diluted with 650 mL water, then quenched with 0.5 N KH2PO4 (250 mL)... The reactants are ( 3 ), FC1=CC=C(C=C1)C1N(C(CCC1)=O)NC(OC(C)(C)C)=O (tert-butyl 2-(4-fluorophenyl)-6-oxopiperidin-1-ylcarbamate), C(=O)(C(F)(F)F)O (TFA). Solvent: CCOC(=O)C (EtOAc), C(Cl)Cl (CH2Cl2). Reaction conditions: time 2 hour. Product: NN1C(CCCC1C1=CC=C(C=C1)F)=O (1-amino-6-(4-fluorophenyl)piperidin-2-one). Isolated yield 89.8%. Reaction SMILES: [F:1][C:2]1[CH:7]=[CH:6][C:5]([CH:8]2[CH2:13][CH2:12][CH2:11][C:10](=[O:14])[N:9]2[NH:15]C(=O)OC(C)(C)C)=[CH:4][CH:3]=1.C(O)(C(F)(F)F)=O>C(Cl)Cl.CCOC(C)=O>[NH2:15][N:9]1[CH:8]([C:5]2[CH:6]=[CH:7][C:2]([F:1])=[CH:3][CH:4]=2)[CH2:13][CH2:12][CH2:11][C:10]1=[O:14]. Procedure: Step AAG (3): To a soln of tert-butyl 2-(4-fluorophenyl)-6-oxopiperidin-1-ylcarbamate (330 mg, 1.07 mmol) in CH2Cl2 (5 mL) was added TFA (1.00 mL, 13.0 mmol). The mixture was stirred at for 2 hrs. The solvent was removed in vacuo. The crude reaction was diluted with EtOAc (100 mL). The organic layer was separated and washed with saturated aqueous NaHCO3 solution, dried over Na2SO4, filtered, and concentrated in vacuo to afford 1-amino-6-(4-fluorophenyl)piperidin-2-one (200 mg, 90% yield). LC-MS ...